Dataset: the Open Reaction Database (ORD), a public repository of structured organic reaction records. Task: describe an organic reaction: reactants, conditions, products, and yield Procedure details: The compound of Example 5 (1.0 g, 0.0025 mole) was dissolved in methanol (35 ml) and hydrogen chloride gas was bubbled into the solution for 10 minutes. Nitrogen gas was bubbled into the reaction solution to remove most of the dissolved hydrogen chloride, and then the reaction mixture was poured into water (150 ml). The mixture was extracted twice with 100 ml of diethyl ether, and the combined extracts were dried over anhydrous magnesium sulfate, filtered and concentrated to an oil with a rotary... Product: CC(C)(C)C=1C=C(C=C(C1O)C(C)(C)C)S[C@H]1[C@@H](CCC1)SCC(=O)OC (Methyl trans-[[2-[[3,5-bis(1,1-dimethylethyl)-4-hydroxyphenyl]thio]cyclopentyl]thio]acetate). The reactants are CC(C)(C)C=1C=C(C=C(C1O)C(C)(C)C)S[C@H]1[C@@H](CCC1)SCC(=O)O (trans-[[2-[[3,5-bis(1,1-Dimethylethyl)-4-hydroxyphenyl]thio]cyclopentyl]thio]acetic acid), CO (methanol). RXN SMILES: [CH3:1][C:2]([C:5]1[CH:6]=[C:7]([S:16][C@@H:17]2[CH2:21][CH2:20][CH2:19][C@H:18]2[S:22][CH2:23][C:24]([OH:26])=[O:25])[CH:8]=[C:9]([C:12]([CH3:15])([CH3:14])[CH3:13])[C:10]=1[OH:11])([CH3:4])[CH3:3].[CH3:27]O>>[CH3:4][C:2]([C:5]1[CH:6]=[C:7]([S:16][C@@H:17]2[CH2:21][CH2:20][CH2:19][C@H:18]2[S:22][CH2:23][C:24]([O:26][CH3:27])=[O:25])[CH:8]=[C:9]([C:12]([CH3:13])([CH3:14])[CH3:15])[C:10]=1[OH:11])([CH3:1])[CH3:3]. Starting materials: CC=1NC=CC1C(=O)OCC (ethyl 2-methyl-1H-pyrrole-3-carboxylate), BrC1=C(C=O)C=CC=C1 (2-bromo-benzaldehyde), N1C=C(C=C1)C(=O)OCC (ethyl 1H-pyrrole-3-carboxylate), BrC1=C(C=O)C=CC(=C1)Cl (2-bromo-4-chlorobenzaldehyde). The product is C(C)OC(=O)C=1C=C(N(C1)C)C1=C(C(=O)O)C=CC=C1 (2-[4-(Ethoxycarbonyl)-1-methyl-1H-pyrrol-2-yl]benzoic acid). Reaction SMILES: C[C:2]1[NH:3][CH:4]=[CH:5][C:6]=1[C:7]([O:9][CH2:10][CH3:11])=[O:8].N1[CH:16]=[CH:15][C:14]([C:17]([O:19]CC)=[O:18])=[CH:13]1.Br[C:23]1C=C(Cl)C=C[C:24]=1C=O.Br[C:33]1C=CC=CC=1C=O>>[CH2:10]([O:9][C:7]([C:6]1[CH:5]=[C:4]([C:15]2[CH:16]=[CH:24][CH:23]=[CH:13][C:14]=2[C:17]([OH:19])=[O:18])[N:3]([CH3:33])[CH:2]=1)=[O:8])[CH3:11]. Reported procedure: The procedure is in accordance with the process of Preparation 1, replacing, on the one hand, the ethyl 2-methyl-1H-pyrrole-3-carboxylate used in Step A by ethyl 1H-pyrrole-3-carboxylate and, on the other hand, the 2-bromo-4-chlorobenzaldehyde used in Step B by 2-bromo-benzaldehyde.